describe an organic reaction: reactants, conditions, products, and yield From a dataset of the Open Reaction Database (ORD), a public repository of structured organic reaction records. Starting materials: CC(=O)O, [I-], OO, c1cc2c(cn1)CCCC2. Yields the product [O-][n+]1ccc2c(c1)CCCC2. As a reaction SMILES: [CH3:14][C:15](=[O:16])[OH:17].[I-:13].[OH:11][OH:12].[cH:1]1[n:2][cH:3][cH:4][c:5]2[c:10]1[CH2:9][CH2:8][CH2:7][CH2:6]2>>[cH:1]1[n+:2]([O-:11])[cH:3][cH:4][c:5]2[c:10]1[CH2:9][CH2:8][CH2:7][CH2:6]2. Reactants: ClCCC1=CC=C(C=C1)N1N=C(C(=C1C)C=1C=C(C#N)C=CC1)C (3-{1-[4-(2-Chloroethyl)phenyl]-3,5-dimethyl-1H-pyrazol-4-yl}benzonitrile), [OH-].[Na+] (NaOH). The solvent is OS(=O)(=O)O (H2SO4). The product is ClCCC1=CC=C(C=C1)N1N=C(C(=C1C)C=1C=C(C(=O)N)C=CC1)C (3-{1-[4-(2-Chloroethyl)phenyl]-3,5-dimethyl-1H-pyrazol-4-yl}benzamide). Yield: 84.0%. RXN SMILES: [Cl:1][CH2:2][CH2:3][C:4]1[CH:9]=[CH:8][C:7]([N:10]2[C:14]([CH3:15])=[C:13]([C:16]3[CH:17]=[C:18]([CH:21]=[CH:22][CH:23]=3)[C:19]#[N:20])[C:12]([CH3:24])=[N:11]2)=[CH:6][CH:5]=1.[OH-:25].[Na+]>OS(O)(=O)=O>[Cl:1][CH2:2][CH2:3][C:4]1[CH:5]=[CH:6][C:7]([N:10]2[C:14]([CH3:15])=[C:13]([C:16]3[CH:17]=[C:18]([CH:21]=[CH:22][CH:23]=3)[C:19]([NH2:20])=[O:25])[C:12]([CH3:24])=[N:11]2)=[CH:8][CH:9]=1 |f:1.2|. Procedure: A solution of 3-{1-[4-(2-chloroethyl)phenyl]-3,5-dimethyl-1H-pyrazol-4-yl}benzonitrile (step 2, 2.62 mmol) in conc. H2SO4 was heated at 80° C. for 5 h. It was neutralized by 5 M NaOH aq. and extracted with dichloromethane. Organic phase was dried over Na2SO4 and the solvent was removed under reduced pressure to afford 780 mg (84%) of the title compound as yellow solids: MS (ESI) m/z 354 [M+H]+, 1H-NMR (CDCl3) δ 7.80-7.36 (8H, m), 3.75 (2H, t, J=7.2 Hz), 3.14 (2H, t, J=7.2 Hz), 2.33 (3H, s), 2.31... The reactants are N1CCCC1 (pyrrolidine), FC1=CC=C(C=C1)N1N=CC2=C1C=C1CCN(C[C@]1(C2)C(=O)C2=NC=CC=C2)S(=O)(=O)C2=CC=C(C=C2)F ((R)-(1-(4-fluorophenyl)-6-((4-fluorophenyl)sulfonyl)-4,4a,5,6,7,8-hexahydro-1H-pyrazolo[3,4-g]isoquinolin-4a-yl)(pyridin-2-yl)methanone). Solvent: CN1CCCC1 (N-methylpyrrolidine). Yields the product FC1=CC=C(C=C1)N1N=CC2=C1C=C1CCN(C[C@]1(C2)C(=O)C2=NC=CC=C2)S(=O)(=O)C2=CC=C(C=C2)N2CCCC2 ((R)-(1-(4-fluorophenyl)-6-((4-(pyrrolidin-1-yl)phenyl)sulfonyl)-4,4a,5,6,7,8-hexahydro-1H-pyrazolo[3,4-g]isoquinolin-4a-yl)(pyridin-2-yl)methanone). The yield is 34.1%. As a reaction SMILES: [NH:1]1[CH2:5][CH2:4][CH2:3][CH2:2]1.[F:6][C:7]1[CH:12]=[CH:11][C:10]([N:13]2[C:17]3[CH:18]=[C:19]4[C@:24]([C:26]([C:28]5[CH:33]=[CH:32][CH:31]=[CH:30][N:29]=5)=[O:27])([CH2:25][C:16]=3[CH:15]=[N:14]2)[CH2:23][N:22]([S:34]([C:37]2[CH:42]=[CH:41][C:40](F)=[CH:39][CH:38]=2)(=[O:36])=[O:35])[CH2:21][CH2:20]4)=[CH:9][CH:8]=1>CN1CCCC1>[F:6][C:7]1[CH:8]=[CH:9][C:10]([N:13]2[C:17]3[CH:18]=[C:19]4[C@:24]([C:26]([C:28]5[CH:33]=[CH:32][CH:31]=[CH:30][N:29]=5)=[O:27])([CH2:25][C:16]=3[CH:15]=[N:14]2)[CH2:23][N:22]([S:34]([C:37]2[CH:38]=[CH:39][C:40]([N:1]3[CH2:5][CH2:4][CH2:3][CH2:2]3)=[CH:41][CH:42]=2)(=[O:35])=[O:36])[CH2:21][CH2:20]4)=[CH:11][CH:12]=1. Procedure details: A solution of pyrrolidine (0.065 mL, 0.783 mmol) and (R)-(1-(4-fluorophenyl)-6-((4-fluorophenyl)sulfonyl)-4,4a,5,6,7,8-hexahydro-1H-pyrazolo[3,4-g]isoquinolin-4a-yl)(pyridin-2-yl)methanone (183 mg, 0.261 mmol) in N-methylpyrrolidine (2 mL) was stirred in a sealed vial at 100° C. for 22 hours. The cooled reaction mixture was then purified directly by preparative HPLC (Waters, Acidic (0.1% Formic acid), Waters X-Select Prep-C18, 5 μm, 19×50 mm column, 5-95% acetonitrile in water) to afford (R)-(1-...